Dataset: the Open Reaction Database (ORD), a public repository of structured organic reaction records. Task: describe an organic reaction: reactants, conditions, products, and yield Reactants: OC1=CC=C(C=C1)C=1C2=CC=C(N2)C(=C2C=CC(C(=C3C=CC(=C(C=4C=CC1N4)C4=CC=C(C=C4)O)N3)C3=CC=C(C=C3)O)=N2)C2=CC=C(C=C2)O (5,10,15,20-tetrakis-(4-Hydroxy-phenyl)-porphyrin), C([O-])([O-])=O.[K+].[K+] (potassium carbonate), C(CCCCCCC)Br (octyl bromide). Solvent: CN(C)C=O (DMF), CN(C)C=O (DMF). Run at temperature 55 celsius, time 2 hour. The product is OC1=CC=C(C=C1)C=1C2=CC=C(N2)C(=C2C=CC(C(=C3C=CC(=C(C=4C=CC1N4)C4=CC=C(C=C4)O)N3)C3=CC=C(C=C3)O)=N2)C2=CC=C(C=C2)OCCCCCCCC (5,10,15-tris-(4-Hydroxy-phenyl)-20-(4-octyloxy-phenyl)-porphyrin). RXN SMILES: [OH:1][C:2]1[CH:7]=[CH:6][C:5]([C:8]2[C:9]3[NH:13][C:12]([C:14]([C:46]4[CH:51]=[CH:50][C:49]([OH:52])=[CH:48][CH:47]=4)=[C:15]4[N:45]=[C:18]([C:19]([C:38]5[CH:43]=[CH:42][C:41]([OH:44])=[CH:40][CH:39]=5)=[C:20]5[NH:37][C:23](=[C:24]([C:30]6[CH:35]=[CH:34][C:33]([OH:36])=[CH:32][CH:31]=6)[C:25]6[CH:26]=[CH:27][C:28]=2[N:29]=6)[CH:22]=[CH:21]5)[CH:17]=[CH:16]4)=[CH:11][CH:10]=3)=[CH:4][CH:3]=1.C(=O)([O-])[O-].[K+].[K+].[CH2:59](Br)[CH2:60][CH2:61][CH2:62][CH2:63][CH2:64][CH2:65][CH3:66]>CN(C=O)C>[OH:52][C:49]1[CH:48]=[CH:47][C:46]([C:14]2[C:12]3[NH:13][C:9]([C:8]([C:5]4[CH:6]=[CH:7][C:2]([O:1][CH2:59][CH2:60][CH2:61][CH2:62][CH2:63][CH2:64][CH2:65][CH3:66])=[CH:3][CH:4]=4)=[C:28]4[N:29]=[C:25]([C:24]([C:30]5[CH:31]=[CH:32][C:33]([OH:36])=[CH:34][CH:35]=5)=[C:23]5[NH:37][C:20](=[C:19]([C:38]6[CH:43]=[CH:42][C:41]([OH:44])=[CH:40][CH:39]=6)[C:18]6[CH:17]=[CH:16][C:15]=2[N:45]=6)[CH:21]=[CH:22]5)[CH:26]=[CH:27]4)=[CH:10][CH:11]=3)=[CH:51][CH:50]=1 |f:1.2.3|. Reported procedure: 5,10,15,20-tetrakis-(4-Hydroxy-phenyl)-porphyrin (200 mg, 0.294 mmol) is dissolved and potassium carbonate (487 mg, 3.53 mmol, 12 eqv.) is suspended under argon in absolute DMF (50 mL) and the mixture is heated to 55° C. A solution of octyl bromide (35.8 μl, 0.206 mmol, 0.7 eqv.) in absolute DMF (10 mL) is added dropwise during 30 min. and the mixture is stirred at 55° C. for 2 h. The solvent is removed in vacuo at 50° C., water (80 mL) is added and the mixture is extracted with ethyl acetate (3... As a reaction SMILES: [CH2:39]([Cl:40])[Cl:41].[CH3:29][c:30]1[cH:31][cH:32][cH:33][cH:34][c:35]1[N:36]=[C:37]=[O:38].[s:1]1[n:2][c:3]([N:10]2[CH2:11][CH2:12][N:13]([CH2:16][CH2:17][c:18]3[c:19]([NH2:28])[cH:20][c:21]([O:26][CH3:27])[c:22]([O:24][CH3:25])[cH:23]3)[CH2:14][CH2:15]2)[c:4]2[c:5]1[cH:6][cH:7][cH:8][cH:9]2>>[s:1]1[n:2][c:3]([N:10]2[CH2:11][CH2:12][N:13]([CH2:16][CH2:17][c:18]3[c:19]([NH:28][C:37]([NH:36][c:35]4[c:30]([CH3:29])[cH:31][cH:32][cH:33][cH:34]4)=[O:38])[cH:20][c:21]([O:26][CH3:27])[c:22]([O:24][CH3:25])[cH:23]3)[CH2:14][CH2:15]2)[c:4]2[c:5]1[cH:6][cH:7][cH:8][cH:9]2. Reactants: ClCCl, Cc1ccccc1N=C=O, COc1cc(N)c(CCN2CCN(c3nsc4ccccc34)CC2)cc1OC. The product is COc1cc(CCN2CCN(c3nsc4ccccc34)CC2)c(NC(=O)Nc2ccccc2C)cc1OC. The reactants are CC(=O)O[BH-](OC(C)=O)OC(C)=O, CC(=O)O, CN1CCNCC1, CN(C(=O)NCc1cccc(F)c1Cl)C(CCC=O)COC(=O)Nc1cc2ccccc2cn1, ClCCl, [Na+]. Product: CN1CCN(CCCC(COC(=O)Nc2cc3ccccc3cn2)N(C)C(=O)NCc2cccc(F)c2Cl)CC1. Reaction SMILES: [C:42]([O:43][BH-:44]([O:45][C:46](=[O:47])[CH3:48])[O:49][C:50](=[O:51])[CH3:52])(=[O:53])[CH3:54].[C:56]([OH:57])(=[O:58])[CH3:59].[CH3:35][N:36]1[CH2:37][CH2:38][NH:39][CH2:40][CH2:41]1.[Cl:1][c:2]1[c:3]([CH2:4][NH:5][C:6]([N:7]([CH3:8])[CH:9]([CH2:10][O:11][C:12]([NH:13][c:14]2[n:15][cH:16][c:17]3[cH:18][cH:19][cH:20][cH:21][c:22]3[cH:23]2)=[O:24])[CH2:25][CH2:26][CH:27]=[O:28])=[O:29])[cH:30][cH:31][cH:32][c:33]1[F:34].[Cl:60][CH2:61][Cl:62].[Na+:55]>>[Cl:1][c:2]1[c:3]([CH2:4][NH:5][C:6]([N:7]([CH3:8])[CH:9]([CH2:10][O:11][C:12]([NH:13][c:14]2[n:15][cH:16][c:17]3[cH:18][cH:19][cH:20][cH:21][c:22]3[cH:23]2)=[O:24])[CH2:25][CH2:26][CH2:27][N:39]2[CH2:38][CH2:37][N:36]([CH3:35])[CH2:41][CH2:40]2)=[O:29])[cH:30][cH:31][cH:32][c:33]1[F:34]. Starting materials: OCCCCBr, ClCCl, O, O=[N+]([O-])O, O=S(=O)(O)O. Product: O=[N+]([O-])OCCCCBr. RXN SMILES: [Br:10][CH2:11][CH2:12][CH2:13][CH2:14][OH:15].[Cl:17][CH2:18][Cl:19].[OH2:16].[OH:1][N+:2]([O-:3])=[O:4].[S:5](=[O:6])(=[O:7])([OH:8])[OH:9]>>[O:1]([N+:2]([O-:3])=[O:4])[CH2:14][CH2:13][CH2:12][CH2:11][Br:10]. The reactants are C1(=CC=CC=C1)N(C=1SC=C(N1)C=O)C1=CC=CC=C1 (2-diphenylaminothiazole-4-carbaldehyde), N (ammonia), S1C(=S)N(C(=O)C1)CC(=O)O (rhodanine-3-acetic acid), [Cl-].[NH4+] (ammonium chloride). Run in C(C)O (ethanol). Product: C1(=CC=CC=C1)N(C=1SC=C(N1)C=C1C(N(C(S1)=S)CC(=O)O)=O)C1=CC=CC=C1 (5-(2-Diphenylaminothiazol-4-ylmethylene)rhodanine-3-acetic acid). RXN SMILES: [C:1]1([N:7]([C:15]2[CH:20]=[CH:19][CH:18]=[CH:17][CH:16]=2)[C:8]2[S:9][CH:10]=[C:11]([CH:13]=O)[N:12]=2)[CH:6]=[CH:5][CH:4]=[CH:3][CH:2]=1.[S:21]1[CH2:27][C:25](=[O:26])[N:24]([CH2:28][C:29]([OH:31])=[O:30])[C:22]1=[S:23].[Cl-].[NH4+].N>C(O)C>[C:1]1([N:7]([C:15]2[CH:20]=[CH:19][CH:18]=[CH:17][CH:16]=2)[C:8]2[S:9][CH:10]=[C:11]([CH:13]=[C:27]3[S:21][C:22](=[S:23])[N:24]([CH2:28][C:29]([OH:31])=[O:30])[C:25]3=[O:26])[N:12]=2)[CH:6]=[CH:5][CH:4]=[CH:3][CH:2]=1 |f:2.3|. Procedure: The reaction described in Example 1 was repeated, but using 3 g of 2-diphenylaminothiazole-4-carbaldehyde, 1.7 g of rhodanine-3-acetic acid, 1.3 g of ammonium chloride, 1.3 ml of 28% v/v aqueous ammonia and 60 ml of ethanol, giving the title compound as orange needles. The reactants are C(COCC(=O)[O-])(=O)[O-].[Zn+2] (zinc diglycolate), O.[OH-].[Zn+2].[OH-] (water zinc hydroxide), C(COCCOCCOCC(=O)O)(=O)O (3,6,9-trioxaundecanedioic acid), C(COCC(=O)O)(=O)O (diglycolic acid). The product is C(COCCOCCOCC(=O)[O-])(=O)[O-].[Zn+2] (Zinc 3,6,9-trioxaundecanedioate). Reaction SMILES: C([O-])(=O)COCC([O-])=O.[Zn+2:10].[C:11]([OH:25])(=[O:24])[CH2:12][O:13][CH2:14][CH2:15][O:16][CH2:17][CH2:18][O:19][CH2:20][C:21]([OH:23])=[O:22].C(O)(=O)COCC(O)=O.O.[OH-].[Zn+2].[OH-]>>[C:21]([O-:23])(=[O:22])[CH2:20][O:19][CH2:18][CH2:17][O:16][CH2:15][CH2:14][O:13][CH2:12][C:11]([O-:25])=[O:24].[Zn+2:10] |f:0.1,4.5.6.7,8.9|. Procedure: Zinc 3,6,9-trioxaundecanedioate was prepared by essentially the procedure described above for zinc diglycolate, with the exception that 3,6,9-trioxaundecanedioic acid (23.86 g, 0.107 mole) was substituted for the diglycolic acid and was added directly to the water/zinc hydroxide slurry. Starting materials: C(C1=CC=CC=C1)N1C=NC2=C1C=CC(=C2)COC2=CC=C(CC1C(N(C(S1)=O)C(C1=CC=CC=C1)(C1=CC=CC=C1)C1=CC=CC=C1)=O)C=C2 (5-[4-(1-benzylbenzimidazol-5-ylmethoxy)benzyl]-3-triphenylmethylthiazolidine-2,4-dione), C(C)(=O)O (acetic acid), C(O)([O-])=O.[Na+] (sodium hydrogencarbonate). Run in O (water). Run at temperature 50 celsius, time 3 hour. Yields the product O.C(C1=CC=CC=C1)N1C=NC2=C1C=CC(=C2)COC2=CC=C(CC1C(NC(S1)=O)=O)C=C2.C(C2=CC=CC=C2)N2C=NC1=C2C=CC(=C1)COC1=CC=C(CC2C(NC(S2)=O)=O)C=C1 (5-[4-(1-Benzylbenzimidazol-5-ylmethoxy)benzyl]thiazolidine-2,4-dione hemihydrate). Yield: 101.4%. As a reaction SMILES: [CH2:1]([N:8]1[C:12]2[CH:13]=[CH:14][C:15]([CH2:17][O:18][C:19]3[CH:51]=[CH:50][C:22]([CH2:23][CH:24]4[S:28][C:27](=[O:29])[N:26](C(C5C=CC=CC=5)(C5C=CC=CC=5)C5C=CC=CC=5)[C:25]4=[O:49])=[CH:21][CH:20]=3)=[CH:16][C:11]=2[N:10]=[CH:9]1)[C:2]1[CH:7]=[CH:6][CH:5]=[CH:4][CH:3]=1.C(O)(=O)C.C(=O)([O-])O.[Na+]>O>[OH2:18].[CH2:1]([N:8]1[C:12]2[CH:13]=[CH:14][C:15]([CH2:17][O:18][C:19]3[CH:51]=[CH:50][C:22]([CH2:23][CH:24]4[S:28][C:27](=[O:29])[NH:26][C:25]4=[O:49])=[CH:21][CH:20]=3)=[CH:16][C:11]=2[N:10]=[CH:9]1)[C:2]1[CH:3]=[CH:4][CH:5]=[CH:6][CH:7]=1.[CH2:1]([N:8]1[C:12]2[CH:13]=[CH:14][C:15]([CH2:17][O:18][C:19]3[CH:51]=[CH:50][C:22]([CH2:23][CH:24]4[S:28][C:27](=[O:29])[NH:26][C:25]4=[O:49])=[CH:21][CH:20]=3)=[CH:16][C:11]=2[N:10]=[CH:9]1)[C:2]1[CH:3]=[CH:4][CH:5]=[CH:6][CH:7]=1 |f:2.3,5.6.7|. Procedure: A mixture of 0.26 g of 5-[4-(1-benzylbenzimidazol-5-ylmethoxy)benzyl]-3-triphenylmethylthiazolidine-2,4-dione (prepared as described in Preparation 29), 3 ml of acetic acid and 1 ml of water was stirred for 3 hours at 50° C. in oil bath. At the end of this time, the reaction mixture was neutralized with sodium hydrogencarbonate and then extracted with ethyl acetate. The extract was washed with a saturated aqueous solution of sodium chloride and dried over anhydrous sodium sulfate. The solvent wa... Reported procedure: N-(5-Bromo-4-fluoro-1H-pyrrolo[2,3-b]pyridin-3-yl)-1-methyl-6-oxo-1,6-dihydropyridazine-3-carboxamide (0.223 g, 0.61 mmol), (R)-tert-butyl piperidin-3-ylcarbamate (0.366 g, 1.83 mmol) and DIEA (0.21 mL, 1.22 mmol) in NMP (2 mL) were stirred at 156° C. (bath) for 18 hours. The solvent was removed, and the residue was dissolved in ethyl acetate (20 mL), washed with water (10 mL), brine (10 mL) and dried over sodium sulfate. After removal of the solvent, the residue was purified by C-18 reverse pha... The reactants are C(=O)(C(F)(F)F)O (TFA), BrC=1C(=C2C(=NC1)NC=C2NC(=O)C2=NN(C(C=C2)=O)C)F (N-(5-Bromo-4-fluoro-1H-pyrrolo[2,3-b]pyridin-3-yl)-1-methyl-6-oxo-1,6-dihydropyridazine-3-carboxamide), N1C[C@@H](CCC1)NC(OC(C)(C)C)=O ((R)-tert-butyl piperidin-3-ylcarbamate), CCN(C(C)C)C(C)C (DIEA), C(Cl)Cl (DCM). Yields the product Cl.N[C@H]1CN(CCC1)C1=C2C(=NC=C1Br)NC=C2NC(=O)C2=NN(C(C=C2)=O)C ((R)—N-(4-(3-aminopiperidin-1-yl)-5-bromo-1H-pyrrolo[2,3-b]pyridin-3-yl)-1-methyl-6-oxo-1,6-dihydropyridazine-3-carboxamide hydrochloride). Isolated yield 6.0%. Run in CN1CCCC1=O (NMP). Conditions: time 1 hour. As a reaction SMILES: [Br:1][C:2]1[C:3](F)=[C:4]2[C:10]([NH:11][C:12]([C:14]3[CH:19]=[CH:18][C:17](=[O:20])[N:16]([CH3:21])[N:15]=3)=[O:13])=[CH:9][NH:8][C:5]2=[N:6][CH:7]=1.[NH:23]1[CH2:28][CH2:27][CH2:26][C@@H:25]([NH:29]C(=O)OC(C)(C)C)[CH2:24]1.CCN(C(C)C)C(C)C.C(O)(C(F)(F)F)=O.C(Cl)[Cl:54]>CN1C(=O)CCC1>[ClH:54].[NH2:29][C@@H:25]1[CH2:26][CH2:27][CH2:28][N:23]([C:3]2[C:2]([Br:1])=[CH:7][N:6]=[C:5]3[NH:8][CH:9]=[C:10]([NH:11][C:12]([C:14]4[CH:19]=[CH:18][C:17](=[O:20])[N:16]([CH3:21])[N:15]=4)=[O:13])[C:4]=23)[CH2:24]1 |f:6.7|.